Dataset: the Open Reaction Database (ORD), a public repository of structured organic reaction records. Task: describe an organic reaction: reactants, conditions, products, and yield The reactants are NC=1N=CN(C1C(=O)N)CC1=CC=C(C=C1)C(C)(C)C (4-amino-1-(4-t-butylbenzyl)-5-imidazole carboxamide), FC(C=1C=C(C(=O)Cl)C=CC1)(F)F (3-trifluoromethylbenzoyl chloride). Yields the product C(C)(C)(C)C1=CC=C(CN2C=NC(=C2C(=O)N)NC(C2=CC(=CC=C2)C(F)(F)F)=O)C=C1 (1-(4-t-butylbenzyl)-4-(3-trifluoromethylbenzoylamino)-5-imidazolecarboxamide). The yield is 70.0%. As a reaction SMILES: [NH2:1][C:2]1[N:3]=[CH:4][N:5]([CH2:10][C:11]2[CH:16]=[CH:15][C:14]([C:17]([CH3:20])([CH3:19])[CH3:18])=[CH:13][CH:12]=2)[C:6]=1[C:7]([NH2:9])=[O:8].[F:21][C:22]([F:33])([F:32])[C:23]1[CH:24]=[C:25]([CH:29]=[CH:30][CH:31]=1)[C:26](Cl)=[O:27]>>[C:17]([C:14]1[CH:15]=[CH:16][C:11]([CH2:10][N:5]2[C:6]([C:7]([NH2:9])=[O:8])=[C:2]([NH:1][C:26](=[O:27])[C:25]3[CH:29]=[CH:30][CH:31]=[C:23]([C:22]([F:21])([F:32])[F:33])[CH:24]=3)[N:3]=[CH:4]2)=[CH:12][CH:13]=1)([CH3:20])([CH3:19])[CH3:18]. Reported procedure: An amidation reaction and post-treatment were carried out under the same conditions as in Example 1, using 1.91 g (7.01 mmol) of 4-amino-1-(4-t-butylbenzyl)-5-imidazole carboxamide which was prepared in the same manner as in Example 57 and 3-trifluoromethylbenzoyl chloride instead of benzoyl chloride to obtain 2.17 g of 1-(4-t-butylbenzyl)-4-(3-trifluoromethylbenzoylamino)-5-imidazolecarboxamide (yield 70%).